This data is from the Open Reaction Database (ORD), a public repository of structured organic reaction records. The task is: describe an organic reaction: reactants, conditions, products, and yield Reactants: O (Water), Cl.CN(CCCN=C=NCC)C (1-(3-Dimethylaminopropyl)-3-ethylcarbodiimide hydrochloride), COCOC1=CC=C(C=C1)C(C1=C(N(C2=CC=CC=C12)CCN(C)C)C(=O)O)C1=CC=C(C=C1)OCOC (3-{Bis[4-(methoxymethoxy)phenyl]methyl}-1-(2-dimethylaminoethyl)indole-2-carboxylic acid), CN(CCN)C (N,N-dimethylethylenediamine). Run in C(Cl)Cl (methylene chloride). Conditions: time 4.5 hour. The product is CN(CCNC(=O)C=1N(C2=CC=CC=C2C1C(C1=CC=C(C=C1)OCOC)C1=CC=C(C=C1)OCOC)CCN(C)C)C (N-(2-Dimethylaminoethyl)-3-{bis[4-(methoxymethoxy)phenyl]methyl}-1-(2-dimethylaminoethyl)indole-2-carboxamide). Reaction SMILES: Cl.CN(C)CCCN=C=NCC.[CH3:13][O:14][CH2:15][O:16][C:17]1[CH:22]=[CH:21][C:20]([CH:23]([C:41]2[CH:46]=[CH:45][C:44]([O:47][CH2:48][O:49][CH3:50])=[CH:43][CH:42]=2)[C:24]2[C:32]3[C:27](=[CH:28][CH:29]=[CH:30][CH:31]=3)[N:26]([CH2:33][CH2:34][N:35]([CH3:37])[CH3:36])[C:25]=2[C:38]([OH:40])=O)=[CH:19][CH:18]=1.[CH3:51][N:52]([CH3:56])[CH2:53][CH2:54][NH2:55].O>C(Cl)Cl>[CH3:51][N:52]([CH3:56])[CH2:53][CH2:54][NH:55][C:38]([C:25]1[N:26]([CH2:33][CH2:34][N:35]([CH3:37])[CH3:36])[C:27]2[C:32]([C:24]=1[CH:23]([C:20]1[CH:21]=[CH:22][C:17]([O:16][CH2:15][O:14][CH3:13])=[CH:18][CH:19]=1)[C:41]1[CH:46]=[CH:45][C:44]([O:47][CH2:48][O:49][CH3:50])=[CH:43][CH:42]=1)=[CH:31][CH:30]=[CH:29][CH:28]=2)=[O:40] |f:0.1|. Procedure details: 1-(3-Dimethylaminopropyl)-3-ethylcarbodiimide hydrochloride (1.48 g, 7.71 mmol) was added to a solution of 3-{bis[4-(methoxymethoxy)phenyl]methyl}-1-(2-dimethylaminoethyl)indole-2-carboxylic acid (2.0 g, 3.86 mmol) obtained in Example 48 and N,N-dimethylethylenediamine (0.64 ml, 5.78 mmol) in 30 ml of methylene chloride, followed by stirring at room temperature for 4.5 hours. Water was added to the reaction solution followed by extraction with chloroform. The resulting organic layer was washed s...